Dataset: the Open Reaction Database (ORD), a public repository of structured organic reaction records. Task: describe an organic reaction: reactants, conditions, products, and yield Reactants: FC=1C=C(C=CC1)CCN1CCCCC1 (1-(3-fluoro-phenyl)-2-piperidin-1-yl-ethan), [BH4-].[Na+] (sodium borohydride), O (water). Reagents/catalysts: [OH-].[Na+] (NaOH). Run in CO (MeOH). Reaction conditions: temperature 50 celsius, time 5 hour. Product: FC=1C=C(C=CC1)C(CN1CCCCC1)O (1-(3-fluoro-phenyl)-2-piperidin-1-yl-ethanol). Reaction SMILES: [F:1][C:2]1[CH:3]=[C:4]([CH2:8][CH2:9][N:10]2[CH2:15][CH2:14][CH2:13][CH2:12][CH2:11]2)[CH:5]=[CH:6][CH:7]=1.[BH4-].[Na+].[OH2:18]>CO.[OH-].[Na+]>[F:1][C:2]1[CH:3]=[C:4]([CH:8]([OH:18])[CH2:9][N:10]2[CH2:11][CH2:12][CH2:13][CH2:14][CH2:15]2)[CH:5]=[CH:6][CH:7]=1 |f:1.2,5.6|. Procedure details: To a solution of 1-(3-fluoro-phenyl)-2-piperidin-1-yl-ethan Intermediate (64.1) (1.50 g; 6.78 mmol; 1.00 eq.) in MeOH (15 mL) was added sodium borohydride (0.38 g; 10.17 mmol; 1.50 eq.) and 1 mL of water and 1 drop of 10% NaOH. Then the mixture was stirred at 50° C. for 5 hours. The reaction mixture was partitioned between CHCl3 and water. The organic layer was separated, dried over MgSO4 and concentrated. The residue was purified through flash chromatography on silica gel to yield 1-(3-fluoro-p... Reaction SMILES: [CH2:36]1[O:37][CH2:38][CH2:39][CH2:40]1.[CH3:41][OH:42].[F:1][c:2]1[c:3]([C:4](=[O:5])[O:6][CH3:7])[cH:8][cH:9][c:10](-[c:12]2[n:13][o:14][c:15](-[c:17]3[cH:18][c:19]([CH2:30][O:31][CH3:32])[c:20](-[c:23]4[c:24]([CH3:29])[cH:25][cH:26][cH:27][cH:28]4)[cH:21][cH:22]3)[n:16]2)[cH:11]1.[Na+:34].[OH-:33].[OH2:35]>>[F:1][c:2]1[c:3]([C:4](=[O:5])[OH:6])[cH:8][cH:9][c:10](-[c:12]2[n:13][o:14][c:15](-[c:17]3[cH:18][c:19]([CH2:30][O:31][CH3:32])[c:20](-[c:23]4[c:24]([CH3:29])[cH:25][cH:26][cH:27][cH:28]4)[cH:21][cH:22]3)[n:16]2)[cH:11]1. Yields the product COCc1cc(-c2nc(-c3ccc(C(=O)O)c(F)c3)no2)ccc1-c1ccccc1C. Starting materials: C1CCOC1, CO, COCc1cc(-c2nc(-c3ccc(C(=O)OC)c(F)c3)no2)ccc1-c1ccccc1C, [Na+], [OH-], O. Procedure: A solution of cyclopropanamine (0.541 g, 9.48 mmol) in THF (10 mL) was treated with chloroethylisocyanate (1.0 g, 9.48 mmol), stirred at RT for 2 h, then concentrated to dryness and treated with MeCN. The resulting solid was collected via filtration and dried to afford 1-(2-chloroethyl)-3-cyclopropylurea (1.31 g, 85%). 1H NMR (400 MHz, DMSO-d6): δ 6.28 (s, 1 H), 6.12 (br s, 1 H), 3.55 (t, J=6.4 Hz, 2 H), 3.30 (m, 2 H), 2.36 (m, 1 H), 0.55 (m, 2 H), 0.31 (m, 2 H); MS (ESI) m/z: 162.9 (M+H+). The reactants are C1(CC1)N (cyclopropanamine), ClCCN=C=O (chloroethylisocyanate). The product is ClCCNC(=O)NC1CC1 (1-(2-chloroethyl)-3-cyclopropylurea). Run at time 2 hour. The solvent is C1CCOC1 (THF). Yield: 85.0%. RXN SMILES: [CH:1]1([NH2:4])[CH2:3][CH2:2]1.[Cl:5][CH2:6][CH2:7][N:8]=[C:9]=[O:10]>C1COCC1>[Cl:5][CH2:6][CH2:7][NH:8][C:9]([NH:4][CH:1]1[CH2:3][CH2:2]1)=[O:10]. Reactants: OC1C(OC/C(/CC1)=C/CO)(C)CCCC(COC1OCCCC1)C (5-[(2RS,3SR)-3-hydroxy-6-[(E)-2-hydroxyethylidene]-2-methyl-2-oxepanyl]-2-methyl-1-(tetrahydropyran-2-yloxy)pentane). Reagents/catalysts: [O-2].[O-2].[Mn+4] (manganese dioxide). The solvent is C(Cl)Cl (methylene chloride). Conditions: time 3 day. Product: CC1(OCC2(CCC1O2)CC=O)CCCC(COC2OCCCC2)C ((1RS,4SR,5RS)-4-methyl-4-[4-methyl-5-(tetrahydropyran-2-yloxy)pentyl]-3,8-dioxabicyclo [3.2.1] octane-1-acetaldehyde). Yield: 85.8%. As a reaction SMILES: [OH:1][CH:2]1[CH2:8][CH2:7]/[C:6](=[CH:9]\[CH2:10][OH:11])/[CH2:5][O:4][C:3]1([CH2:13][CH2:14][CH2:15][CH:16]([CH3:25])[CH2:17][O:18][CH:19]1[CH2:24][CH2:23][CH2:22][CH2:21][O:20]1)[CH3:12]>[O-2].[O-2].[Mn+4].C(Cl)Cl>[CH3:12][C:3]1([CH2:13][CH2:14][CH2:15][CH:16]([CH3:25])[CH2:17][O:18][CH:19]2[CH2:24][CH2:23][CH2:22][CH2:21][O:20]2)[CH:2]2[O:1][C:6]([CH2:9][CH:10]=[O:11])([CH2:7][CH2:8]2)[CH2:5][O:4]1 |f:1.2.3|. Reported procedure: A mixture of 5-[(2RS,3SR)-3-hydroxy-6-[(E)-2-hydroxyethylidene]-2-methyl-2-oxepanyl]-2-methyl-1-(tetrahydropyran-2-yloxy)pentane (953 mg, 2.67 mM), manganese dioxide (4 g) and methylene chloride (20 ml) is stirred for three days at room temperature under nitrogen. The mixture is filtered through a pad of Celite and washed with methylene chloride (2×30 ml). The solvent is removed in vacuo and the residue purified by column chromatography on silica gel (15 g) with 30% ether in petroleum ether to g... Starting materials: Cl (hydrochloric acid), OC1=C(C(=O)CCCCC(=O)O)C(=CC(=C1C)C)C (5-(2'-hydroxy-3',4',6'-trimethylbenzoyl)pentanoic acid), C1(=CC=CC=C1)C (toluene), Cl (hydrochloric acid), zinc amalgam. Reagents/catalysts: [Zn] (zinc). Solvent: O (water), O (water). Yields the product OC1=C(C(=CC(=C1C)C)C)CCCCCC(=O)O (6-(2'-hydroxy-3',4',6'-trimethylphenyl)hexanoic acid). Reaction SMILES: [OH:1][C:2]1[C:16]([CH3:17])=[C:15]([CH3:18])[CH:14]=[C:13]([CH3:19])[C:3]=1[C:4]([CH2:6][CH2:7][CH2:8][CH2:9][C:10]([OH:12])=[O:11])=O.C1(C)C=CC=CC=1.Cl>O.[Zn]>[OH:1][C:2]1[C:16]([CH3:17])=[C:15]([CH3:18])[CH:14]=[C:13]([CH3:19])[C:3]=1[CH2:4][CH2:6][CH2:7][CH2:8][CH2:9][C:10]([OH:12])=[O:11]. Reported procedure: To 5-(2'-hydroxy-3',4',6'-trimethylbenzoyl)pentanoic acid (formula II-1 wherein R=H3C, X=H, Y=OH, n=4, in the free form) (0.262 part) were added water (16 volume parts), toluene (20 volume parts), concentrated hydrochloric acid (4 volume parts) and zinc amalgam prepared from 2 parts of zinc. The mixture was refluxed for 16 hours, during which time concentrated hydrochloric acid (6 volume parts) was added in three portions. After cooling, the reaction mixture was diluted with water and extracted ...